Dataset: the Open Reaction Database (ORD), a public repository of structured organic reaction records. Task: describe an organic reaction: reactants, conditions, products, and yield Starting materials: O=C1CCC(=O)N1Br, O=C(OOC(=O)c1ccccc1)c1ccccc1, ClC(Cl)(Cl)Cl, CN(CC=CC#CC(C)(C)C)Cc1cccc(Oc2ccccc2)c1, CN(CC=CC#CC(C)(C)C)Cc1cccc(Oc2ccccc2)c1, Cc1cccc(Oc2ccccc2)c1. The product is BrCc1cccc(Oc2ccccc2)c1. RXN SMILES: [Br:65][N:66]1[C:67](=[O:68])[CH2:69][CH2:70][C:71]1=[O:72].[C:73]([O:74][O:75][C:76](=[O:77])[c:78]1[cH:79][cH:80][cH:81][cH:82][cH:83]1)(=[O:84])[c:85]1[cH:86][cH:87][cH:88][cH:89][cH:90]1.[C:91]([Cl:92])([Cl:93])([Cl:94])[Cl:95].[CH3:1][C:2]([CH3:3])([CH3:4])[C:5]#[C:6][CH:7]=[CH:8][CH2:9][N:24]([CH2:10][c:11]1[cH:12][c:13]([O:17][c:18]2[cH:19][cH:20][cH:21][cH:22][cH:23]2)[cH:14][cH:15][cH:16]1)[CH3:25].[CH3:26][C:27]([CH3:28])([CH3:29])[C:30]#[C:31][CH:32]=[CH:33][CH2:34][N:35]([CH2:36][c:37]1[cH:38][cH:39][cH:40][c:41]([O:42][c:43]2[cH:44][cH:45][cH:46][cH:47][cH:48]2)[cH:49]1)[CH3:50].[O:51]([c:52]1[cH:53][c:54]([CH3:55])[cH:56][cH:57][cH:58]1)[c:59]1[cH:60][cH:61][cH:62][cH:63][cH:64]1>>[CH2:10]([c:11]1[cH:12][c:13]([O:17][c:18]2[cH:19][cH:20][cH:21][cH:22][cH:23]2)[cH:14][cH:15][cH:16]1)[Br:65].